From a dataset of the Open Reaction Database (ORD), a public repository of structured organic reaction records. describe an organic reaction: reactants, conditions, products, and yield Starting materials: ClC=1C(=C(C(=N)N)C=C(C1)Cl)OC (3,5-dichloro-2-methoxybenzamidine), O (water), N(O)=C(C(=O)OCC)C#N (Ethyl α-oximinocyanoacetate), [Na] (sodium). Solvent: CO (methanol), C(C)(=O)O (acetic acid), CO (methanol). Run at time 8 hour. The product is NC=1N=C(NC(C1N=O)=O)C1=C(C(=CC(=C1)Cl)Cl)OC (4-amino-2-(3,5-dichloro-2-methoxyphenyl)-5-nitrosopyrimid-6-one). Isolated yield 19.7%. Reaction SMILES: [N:1](=[C:3]([C:9]#[N:10])[C:4](OCC)=[O:5])[OH:2].[Na].[Cl:12][C:13]1[C:14]([O:23][CH3:24])=[C:15]([CH:19]=[C:20]([Cl:22])[CH:21]=1)[C:16]([NH2:18])=[NH:17].O>CO.C(O)(=O)C>[NH2:10][C:9]1[N:17]=[C:16]([C:15]2[CH:19]=[C:20]([Cl:22])[CH:21]=[C:13]([Cl:12])[C:14]=2[O:23][CH3:24])[NH:18][C:4](=[O:5])[C:3]=1[N:1]=[O:2] |^1:10|. Reported procedure: Ethyl α-oximinocyanoacetate (21 g.) was added to a solution of sodium (11.3 g.) in anhydrous methanol (300 ml.). Crude 3,5-dichloro-2-methoxybenzamidine (24 g.) dissolved in a little anhydrous methanol was added, and the mixture was heated to reflux with stirring for 8 hours. The mixture was poured into water (2000 ml.) and acidified with glacial acetic acid. The solid obtained was filtered off, washed with water and recrystallised from glacial acetic acid to give 4-amino-2-(3,5-dichloro-2-metho... Run in C(C)(=O)O (acetic acid), C(C)(=O)O (acetic acid). Starting materials: NC(=O)N (urea), C(C1=CC=CC=C1)(=O)C1=CC=CC=C1 (benzophenone), C(C)(=O)NC1=CC=C(C(=O)C2=CC=CC=C2)C=C1 (4-acetamidobenzophenone), C(C)(=O)OC(C)=O (acetic anhydride), [N+](=O)(O)[O-] (nitric acid). Run at temperature 50 celsius. Yield: 62.5%. Product: C(C)(=O)NC1=C(C=C(C(=O)C2=CC=CC=C2)C=C1)[N+](=O)[O-] (4-acetamido-3-nitrobenzophenone). Procedure: Twenty-three grams (0.1 mole) of 4-acetamidobenzophenone, 50 ml. of acetic anhydride and 20 ml. of acetic acid were stirred together. A solution of 90 percent nitric acid (15 ml.), 10 ml. of acetic acid and 0.2 g. of urea was added dropwise to the benzophenone mixture. The reaction mixture was maintained at a temperature of about 50° C. during the nitration. The mixture was stirred at ambient temperature whereupon the mixture became very thick. The thick slurry was poured over ice and the insolu... RXN SMILES: [C:1]([NH:4][C:5]1[CH:18]=[CH:17][C:8]([C:9]([C:11]2[CH:16]=[CH:15][CH:14]=[CH:13][CH:12]=2)=[O:10])=[CH:7][CH:6]=1)(=[O:3])[CH3:2].C(OC(=O)C)(=O)C.[N+:26]([O-])([OH:28])=[O:27].NC(N)=O.C(C1C=CC=CC=1)(=O)C1C=CC=CC=1>C(O)(=O)C>[C:1]([NH:4][C:5]1[CH:18]=[CH:17][C:8]([C:9]([C:11]2[CH:12]=[CH:13][CH:14]=[CH:15][CH:16]=2)=[O:10])=[CH:7][C:6]=1[N+:26]([O-:28])=[O:27])(=[O:3])[CH3:2]. Reactants: ICC (Iodoethane), OC1=C(C=C2C(=C(C(=NC2=C1)C1=CC(=CC=C1)C(F)(F)F)C)C(=O)OC)S(=O)(=O)C(C)C (methyl 7-hydroxy-3-methyl-6-[(1-methylethyl)sulfonyl]-2-[3-(trifluoromethyl)phenyl]-4-quinolinecarboxylate), C([O-])([O-])=O.[Cs+].[Cs+] (cesium carbonate). Solvent: CS(=O)C (dimethyl sulfoxide), O (water). Run at time 8 hour. Yields the product C(C)OC1=C(C=C2C(=C(C(=NC2=C1)C1=CC(=CC=C1)C(F)(F)F)C)C(=O)OC)S(=O)(=O)C(C)C (methyl 7-(ethyloxy)-3-methyl-6-[(1-methylethyl)sulfonyl]-2-[3-(trifluoromethyl)phenyl]-4-quinolinecarboxylate). Yield: 83.3%. RXN SMILES: I[CH2:2][CH3:3].[OH:4][C:5]1[CH:14]=[C:13]2[C:8]([C:9]([C:26]([O:28][CH3:29])=[O:27])=[C:10]([CH3:25])[C:11]([C:15]3[CH:20]=[CH:19][CH:18]=[C:17]([C:21]([F:24])([F:23])[F:22])[CH:16]=3)=[N:12]2)=[CH:7][C:6]=1[S:30]([CH:33]([CH3:35])[CH3:34])(=[O:32])=[O:31].C(=O)([O-])[O-].[Cs+].[Cs+]>CS(C)=O.O>[CH2:2]([O:4][C:5]1[CH:14]=[C:13]2[C:8]([C:9]([C:26]([O:28][CH3:29])=[O:27])=[C:10]([CH3:25])[C:11]([C:15]3[CH:20]=[CH:19][CH:18]=[C:17]([C:21]([F:23])([F:24])[F:22])[CH:16]=3)=[N:12]2)=[CH:7][C:6]=1[S:30]([CH:33]([CH3:35])[CH3:34])(=[O:32])=[O:31])[CH3:3] |f:2.3.4|. Procedure: Iodoethane (3.35 mL, 41.4 mmol) was added slowly to a mixture of methyl 7-hydroxy-3-methyl-6-[(1-methylethyl)sulfonyl]-2-[3-(trifluoromethyl)phenyl]-4-quinolinecarboxylate (12.90 g, 27.6 mmol) and cesium carbonate (27.0 g, 83 mmol) in dimethyl sulfoxide (150 mL) at room temperature. The mixture was stirred at room temperature overnight. The mixture was diluted with water and extracted with methylene chloride. The phases were separated, and the organic phase was washed with brine, dried over Na2S...